Task: describe an organic reaction: reactants, conditions, products, and yield. Dataset: the Open Reaction Database (ORD), a public repository of structured organic reaction records The reactants are OC1CN(CCC1C1=CC=C(C=C1)OCCCOCC1=C(C=CC=C1)OC)C(=O)OC(C)(C)C (tert-butyl 3-hydroxy-4-{4-[3-(2-methoxybenzyloxy)-propoxy]phenyl}piperidine-1-carboxylate), C(C)(=O)N (acetamide). Product: C(C)(=O)N(C=1C=C(COC2CN(CCC2C2=CC=C(C=C2)OCCCOCC2=C(C=CC=C2)OC)C(=O)OC(C)(C)C)C=CC1)CCCOC (tert-Butyl 3-{3-[acetyl-(3-methoxypropyl)amino]benzyloxy}-4-{4-[3-(2-methoxybenzyloxy)propoxy]phenyl}piperidine-1-carboxylate). RXN SMILES: [OH:1][CH:2]1[CH:7]([C:8]2[CH:13]=[CH:12][C:11]([O:14][CH2:15][CH2:16][CH2:17][O:18][CH2:19][C:20]3[CH:25]=[CH:24][CH:23]=[CH:22][C:21]=3[O:26][CH3:27])=[CH:10][CH:9]=2)[CH2:6][CH2:5][N:4]([C:28]([O:30][C:31]([CH3:34])([CH3:33])[CH3:32])=[O:29])[CH2:3]1.[C:35]([NH2:38])(=[O:37])[CH3:36]>>[C:35]([N:38]([CH2:9][CH2:10][CH2:11][O:14][CH3:15])[C:22]1[CH:21]=[C:20]([CH:25]=[CH:24][CH:23]=1)[CH2:19][O:1][CH:2]1[CH:7]([C:8]2[CH:13]=[CH:12][C:11]([O:14][CH2:15][CH2:16][CH2:17][O:18][CH2:19][C:20]3[CH:25]=[CH:24][CH:23]=[CH:22][C:21]=3[O:26][CH3:27])=[CH:10][CH:9]=2)[CH2:6][CH2:5][N:4]([C:28]([O:30][C:31]([CH3:34])([CH3:33])[CH3:32])=[O:29])[CH2:3]1)(=[O:37])[CH3:36]. Procedure: Analogously to Method D, 0238 g of tert-butyl 3-hydroxy-4-{4-[3-(2-methoxybenzyloxy)-propoxy]phenyl}piperidine-1-carboxylate and 0.128 g of N-(3-chloromethylphenyl)-N-3-methoxypropyl)acetamide are reacted. The title compound is obtained as a slightly yellowish oil. Rf=0.20 (2:1 EtOAc-heptane); Rt=5.80. Reactants: C(C)OC(C(C1=CC=C(C=C1)OCC(=O)N1CCOCC1)=O)=O (4-[2-(4-Morpholinyl)-2-oxoethoxy]-alpha-oxobenzeneacetic acid ethyl ester), C([O-])([O-])=O.[Na+].[Na+] (sodium carbonate). Solvent: CO (methanol), O (water). Reaction conditions: time 1.5 hour. Product: N1(CCOCC1)C(COC1=CC=C(C=C1)C(C(=O)O)=O)=O (4-[2-(4-morpholinyl)-2-oxoethoxy]-alpha-oxobenzeneacetic acid). Isolated yield 98.6%. RXN SMILES: C([O:3][C:4](=[O:23])[C:5](=[O:22])[C:6]1[CH:11]=[CH:10][C:9]([O:12][CH2:13][C:14]([N:16]2[CH2:21][CH2:20][O:19][CH2:18][CH2:17]2)=[O:15])=[CH:8][CH:7]=1)C.C(=O)([O-])[O-].[Na+].[Na+]>CO.O>[N:16]1([C:14](=[O:15])[CH2:13][O:12][C:9]2[CH:8]=[CH:7][C:6]([C:5](=[O:22])[C:4]([OH:23])=[O:3])=[CH:11][CH:10]=2)[CH2:21][CH2:20][O:19][CH2:18][CH2:17]1 |f:1.2.3|. Reported procedure: 4-[2-(4-Morpholinyl)-2-oxoethoxy]-alpha-oxobenzeneacetic acid ethyl ester (0.4 g) in methanol (70 mL) was treated with sodium carbonate (0.158 g) in water (2 mL), and the mixture was stirred at room temperature for 1.5 hours. After the solvents were removed in vacuo, dichloromethane (40 mL) and water (40 mL) were added and the mixture was acidified with 3N hydrochloric acid. Tetrahydrofuran was added to dissolve the solids, then the separated aqueous layer was extracted twice with dichloromethan... The reactants are C(C)(=O)OC(C)=O (acetic anhydride), O=O (oxygen), O=O (oxygen), ClC1=CC=C2CCC=3C=CC(=C1C32)Cl (5,6-dichloroacenaphthene), [Na+].[Br-] (NaBr), N(CCO)(CCO)CCO (triethanolamine), C(C)(=O)OC(C)=O (acetic anhydride). Reagents/catalysts: O.O.O.O.C(C)(=O)[O-].[Co+2].C(C)(=O)[O-] (cobalt acetate tetrahydrate), O.O.O.O.C(C)(=O)[O-].[Mn+2].C(C)(=O)[O-] (manganese acetate tetrahydrate). Run in C(C)(=O)O (acetic acid), ClC1=CC=CC=C1 (chlorobenzene). Conditions: temperature 68 celsius, time 2 hour. Yields the product ClC1=CC=C(C2=CC=CC(=C12)Cl)C(=O)OC(=O)C1=CC=C(C2=C(C=CC=C12)Cl)Cl (4,5-dichloronaphthalic anhydride). Reaction SMILES: [Cl:1][C:2]1[C:12]2[C:13]3C(CC[C:8]=3[CH:9]=[CH:10][C:11]=2[Cl:14])=[CH:4][CH:3]=1.[Na+].[Br-].N([CH2:24][CH2:25]O)(CCO)CCO.[C:27]([O:30][C:31](=[O:33])[CH3:32])(=[O:29])[CH3:28].O=O>O.O.O.O.C([O-])(=O)C.[Co+2].C([O-])(=O)C.O.O.O.O.C([O-])(=O)C.[Mn+2].C([O-])(=O)C.C(O)(=O)C.ClC1C=CC=CC=1>[Cl:1][C:2]1[C:24]2[C:25](=[CH:8][CH:9]=[CH:10][C:11]=2[Cl:14])[C:28]([C:27]([O:30][C:31]([C:32]2[C:13]3[C:12](=[C:11]([Cl:14])[CH:10]=[CH:9][CH:8]=3)[C:2]([Cl:1])=[CH:3][CH:4]=2)=[O:33])=[O:29])=[CH:4][CH:3]=1 |f:1.2,6.7.8.9.10.11.12,13.14.15.16.17.18.19|. Procedure: 10 g of 5,6-dichloroacenaphthene, 0.3 g of cobalt acetate tetrahydrate, 0.015 g of manganese acetate tetrahydrate, 0.03 g of NaBr, 0.18 ml of triethanolamine, 35 ml of chlorobenzene and 15 ml of acetic acid were charged into the same reactor as used in Example 1, and 8 ml of acetic anhydride was placed in the dropping funnel. When the gas in the system was replaced with oxygen gas and heated up to 68° C., the reaction set in and was continued while dropwise adding acetic anhydride thereto. 3 hou... Starting materials: CC=1N=CNC1CSCCN (4-methyl-5-[(2-aminoethyl)-thiomethyl]imidazole), C(#N)NC(SC)=NC (N-cyano-N',S-dimethylisothiourea). Solvent: C(C)#N (acetonitrile). Yields the product CC1=C(N=CN1)CSCCN=C(N)N (2-((5-methyl-4-imidazolyl)methylthioethyl]guanidine). As a reaction SMILES: [CH3:1][C:2]1[N:3]=[CH:4][NH:5][C:6]=1[CH2:7][S:8][CH2:9][CH2:10][NH2:11].[C:12]([NH:14]C(=NC)SC)#[N:13]>C(#N)C>[CH3:1][C:2]1[NH:3][CH:4]=[N:5][C:6]=1[CH2:7][S:8][CH2:9][CH2:10][N:11]=[C:12]([NH2:14])[NH2:13]. Procedure: A solution of 4-methyl-5-[(2-aminoethyl)-thiomethyl]imidazole (17.0 g.) and N-cyano-N',S-dimethylisothiourea (11.2 g.) in acetonitrile (500 ml.) was heated under reflux for 24 hours. Following concentration, the residue was chromatographed on a column of silica gel with acetonitrile as eluant and the product obtained was finally recrystallized from acetonitrile-ether to yield N-cyano-N'-methyl-N"-[2-((5-methyl-4-imidazolyl)methylthioethyl]guanidine, m.p. 141°-142°. Starting materials: IC1=CC=C(C(=O)N=C=O)C=C1 (4-iodobenzoyl isocyanate), ClC1=C(C=C(C(=C1)Cl)CNC(C(C)(C)C)=O)NNC(=O)OC(C)(C)C (tert-butyl 2-(2,4-dichloro-5-{[(2,2-dimethylpropanoyl)amino]methyl}phenyl)hydrazine carboxylate), FC(C(=O)O)(F)F (trifluoro acetic acid). The solvent is C(Cl)Cl (DCM). Yields the product ClC1=C(CNC(C(C)(C)C)=O)C=C(C(=C1)Cl)N1N=C(NC1=O)C1=CC=C(C=C1)I (N-(2,4-Dichloro-5-(4,5-dihydro-3-(4-iodophenyl)-5-oxo-1,2,4-triazol-1-yl)benzyl)pivalamide). The yield is 34.4%. RXN SMILES: [I:1][C:2]1[CH:12]=[CH:11][C:5]([C:6]([N:8]=[C:9]=[O:10])=O)=[CH:4][CH:3]=1.[Cl:13][C:14]1[CH:19]=[C:18]([Cl:20])[C:17]([CH2:21][NH:22][C:23](=[O:28])[C:24]([CH3:27])([CH3:26])[CH3:25])=[CH:16][C:15]=1[NH:29][NH:30]C(OC(C)(C)C)=O.FC(F)(F)C(O)=O>C(Cl)Cl>[Cl:20][C:18]1[CH:19]=[C:14]([Cl:13])[C:15]([N:29]2[C:9](=[O:10])[NH:8][C:6]([C:5]3[CH:11]=[CH:12][C:2]([I:1])=[CH:3][CH:4]=3)=[N:30]2)=[CH:16][C:17]=1[CH2:21][NH:22][C:23](=[O:28])[C:24]([CH3:25])([CH3:26])[CH3:27]. Procedure: The title compound was prepared according to the procedure described in Example-83 by using 4-iodobenzoyl isocyanate (Intermediate-67, 0.300 g, 0.800 mmol), tert-butyl 2-(2,4-dichloro-5-{[(2,2-dimethylpropanoyl)amino]methyl}phenyl)hydrazine carboxylate (Intermediate-83, 0.397 g, 1.6 mmol), DCM (20 mL), trifluoro acetic acid (5.0 mL) to afford 0.150 g of the desired product. 1H NMR (300 MHz, DMSO d6): δ 1.09 (s, 9H), 4.31 (d, J=4.2 Hz, 2H), 7.40-7.58 (m, 2H), 7.61-7.78 (m, 2H), 7.93-8.02 (br d, 2... Starting materials: [H-].[Na+] (sodium hydride), [N+](=O)([O-])C=C1NCCN1 (2-(nitromethylene)imidazolidine), S(=O)(=O)([O-])[O-].[Na+].[Na+] (sodium sulfate), C(C=C)Br (allyl bromide). Solvent: CN(C=O)C (dimethylformamide). Reaction conditions: time 1.5 hour. The product is [N+](=O)([O-])C=C1N(CCN1)CC=C (2-(nitromethylene)-1-(2-propenyl)imidazolidine). The yield is 31.1%. RXN SMILES: [H-].[Na+].[N+:3]([CH:6]=[C:7]1[NH:11][CH2:10][CH2:9][NH:8]1)([O-:5])=[O:4].[CH2:12](Br)[CH:13]=[CH2:14].S([O-])([O-])(=O)=O.[Na+].[Na+]>CN(C)C=O>[N+:3]([CH:6]=[C:7]1[NH:11][CH2:10][CH2:9][N:8]1[CH2:14][CH:13]=[CH2:12])([O-:5])=[O:4] |f:0.1,4.5.6|. Procedure details: To 1.77 grams of a 57% by weight dispersion of sodium hydride in oil in 50 milliliters of dry dimethylformamide was added 5.16 grams of 2-(nitromethylene)imidazolidine. The mixture was cooled with an icebath, stirred and maintained under a nitrogen atmosphere. After 1.5 hours, 5.08 grams of allyl bromide was added. The mixture was stirred at about 10° for an additional hour, then allowed to warm to room temperature and poured into 400 milliliters of saturated aqueous sodium sulfate. The resultin...